Dataset: the Open Reaction Database (ORD), a public repository of structured organic reaction records. Task: describe an organic reaction: reactants, conditions, products, and yield Starting materials: ClC1=CC=C2[C@@H](C[C@H](C2=C1)N1CCN(C2(CCCC2)C1)C)C1=CC=C(C=C1)F ((±)-Trans-9-[6-chloro-3-(4-fluorophenyl)-2,3-dihydro- 1H-inden- 1-yl]-6-methyl-6,9-diazaspiro[4.5]decane), C(\C=C\C(=O)[O-])(=O)[O-] (fumarate). The product is Cl.Cl.ClC1=CC=C2[C@@H](C[C@H](C2=C1)N1CCN(C2(CCC2)C1)C)C1=CC=C(C=C1)F ((±)-Trans-8-[6-chloro-3-(4-fluorophenyl)-2,3-dihydro-1H-inden-1-yl]-5-methyl-5,8-diazaspiro[3.5]nonane, dihydrochloride). As a reaction SMILES: [Cl:1][C:2]1[CH:10]=[C:9]2[C:5]([C@H:6]([C:22]3[CH:27]=[CH:26][C:25]([F:28])=[CH:24][CH:23]=3)[CH2:7][C@H:8]2[N:11]2[CH2:20][C:15]3([CH2:19]C[CH2:17][CH2:16]3)[N:14]([CH3:21])[CH2:13][CH2:12]2)=[CH:4][CH:3]=1.C([O-])(=O)/C=C/C([O-])=O>>[ClH:1].[ClH:1].[Cl:1][C:2]1[CH:10]=[C:9]2[C:5]([C@H:6]([C:22]3[CH:23]=[CH:24][C:25]([F:28])=[CH:26][CH:27]=3)[CH2:7][C@H:8]2[N:11]2[CH2:20][C:15]3([CH2:19][CH2:17][CH2:16]3)[N:14]([CH3:21])[CH2:13][CH2:12]2)=[CH:4][CH:3]=1 |f:2.3.4|. Procedure details: (±)-Trans-9-[6-chloro-3-(4-fluorophenyl)-2,3-dihydro- 1H-inden- 1-yl]-6-methyl-6,9-diazaspiro[4.5]decane, fumarate; mp 144°-147° C. Compd. 29. Reactants: COC1=CC=C(CN2N=C(C=C(C2=O)NCC=2SC(=NN2)C)OC[C@@H]2[C@H](C2)C2=NC=C(C=C2)OC)C=C1 (2-(4-methoxybenzyl)-6-(((1S,2S)-2-(5-methoxypyridin-2-yl)cyclopropyl)methoxy)-4-(((5-methyl-1,3,4-thiadiazol-2-yl)methyl)amino)pyridazin-3(2H)-one). The solvent is C(=O)(C(F)(F)F)O (TFA). Reaction conditions: temperature 60 celsius. Product: COC=1C=CC(=NC1)[C@@H]1[C@H](C1)COC=1C=C(C(NN1)=O)NCC=1SC(=NN1)C (6-(((1S,2S)-2-(5-methoxypyridin-2-yl)cyclopropyl)methoxy)-4-((5-methyl-1,3,4-thiadiazol-2-yl)methylamino)pyridazin-3(2H)-one). As a reaction SMILES: COC1C=CC(C[N:8]2[C:13](=[O:14])[C:12]([NH:15][CH2:16][C:17]3[S:18][C:19]([CH3:22])=[N:20][N:21]=3)=[CH:11][C:10]([O:23][CH2:24][C@H:25]3[CH2:27][C@@H:26]3[C:28]3[CH:33]=[CH:32][C:31]([O:34][CH3:35])=[CH:30][N:29]=3)=[N:9]2)=CC=1>C(O)(C(F)(F)F)=O>[CH3:35][O:34][C:31]1[CH:32]=[CH:33][C:28]([C@H:26]2[CH2:27][C@@H:25]2[CH2:24][O:23][C:10]2[CH:11]=[C:12]([NH:15][CH2:16][C:17]3[S:18][C:19]([CH3:22])=[N:20][N:21]=3)[C:13](=[O:14])[NH:8][N:9]=2)=[N:29][CH:30]=1. Procedure details: 2-(4-methoxybenzyl)-6-(((1S,2S)-2-(5-methoxypyridin-2-yl)cyclopropyl)methoxy)-4-(((5-methyl-1,3,4-thiadiazol-2-yl)methyl)amino)pyridazin-3(2H)-one (50 mg, 0.096 mmol) was dissolved in TFA (2 ml) and heated at 60° C. for 24 h. The mixture was cooled and the solvent was evaporated under reduced pressure. The crude was purified by Prep-HPLC to afford title product. LRMS m/z (M+H) 401.1 found, 401.1 required. 1H NMR (400 MHz, MeOD) δ 8.06 (d, 1H), 7.30 (dd, 1H), 7.17 (d, 1H), 5.94 (s, 1H), 4.81 (s, ...